From a dataset of the Open Reaction Database (ORD), a public repository of structured organic reaction records. describe an organic reaction: reactants, conditions, products, and yield The reactants are ONC(=O)N (hydroxy urea), Cl (HCl), CO (methanol), CC(CC(CC)=O)=O (2,4-hexanedione), O (water), CO (methanol). Reaction conditions: temperature -15 celsius, time 2 hour. Yields the product Cl.C(C)C=1C=C(N=C([N+]1[O-])O)C (6-Ethyl-4-methylpyrimidine-2-ol-1-oxide hydrochloride). Reaction SMILES: [OH:1][NH:2][C:3]([NH2:5])=[O:4].CO.[CH3:8][C:9](=O)[CH2:10][C:11](=O)[CH2:12][CH3:13].O.[ClH:17]>>[ClH:17].[CH2:12]([C:11]1[CH:10]=[C:9]([CH3:8])[N:5]=[C:3]([OH:4])[N+:2]=1[O-:1])[CH3:13] |f:5.6|. Procedure details: 0.12 mol (9.13 g) hydroxy urea were dissolved in 50 ml 2 M HCl, 20 ml of methanol were added and 0.10 mol (11.41 g) 2,4-hexanedione were added dropwise under cooling by approximately −15° C. Further 30 ml of water and 10 ml of methanol were added. The two-phase reaction mixture was allowed to warm up slowly to room temperature and was stirred at room temperature for further 2 h, then evaporated until dryness. The residue was suspended with 50 ml of acetone, the mixture was cooled in an ice/ethan... The reactants are O=C(c1ncc[nH]1)c1ncc[nH]1, CNCc1nsc(N)n1, O=C(O)C1CCCO1, CN(C)C=O, O. The product is CN(Cc1nsc(N)n1)C(=O)C1CCCO1. Reaction SMILES: [C:9]([c:10]1[nH:11][cH:12][cH:13][n:14]1)([c:15]1[nH:16][cH:17][cH:18][n:19]1)=[O:20].[CH3:21][NH:22][CH2:23][c:24]1[n:25][s:26][c:27]([NH2:29])[n:28]1.[O:1]1[CH:2]([C:6](=[O:7])[OH:8])[CH2:3][CH2:4][CH2:5]1.[O:30]=[CH:31][N:32]([CH3:33])[CH3:34].[OH2:35]>>[O:1]1[CH:2]([C:6](=[O:8])[N:22]([CH3:21])[CH2:23][c:24]2[n:25][s:26][c:27]([NH2:29])[n:28]2)[CH2:3][CH2:4][CH2:5]1. Starting materials: ClC1=C(C=NC=C1)C1(CCC1)O (1-(4-Chloro-pyridin-3-yl)-cyclobutanol), FC([C@H](C)O)(F)F ((S)-1,1,1-trifluoropropan-2-ol). The product is FC([C@@H](OC1=C(C=NC=C1)C1(CCC1)O)C)(F)F (1-[4-((S)-2,2,2-Trifluoro-1-methyl-ethoxy)-pyridin-3-yl]-cyclobutanol). RXN SMILES: Cl[C:2]1[CH:7]=[CH:6][N:5]=[CH:4][C:3]=1[C:8]1([OH:12])[CH2:11][CH2:10][CH2:9]1.[F:13][C:14]([F:19])([F:18])[C@@H:15]([OH:17])[CH3:16]>>[F:13][C:14]([F:19])([F:18])[C@H:15]([CH3:16])[O:17][C:2]1[CH:7]=[CH:6][N:5]=[CH:4][C:3]=1[C:8]1([OH:12])[CH2:11][CH2:10][CH2:9]1. Procedure: The title compound was synthesized in analogy to Example 108b, using 1-(4-Chloro-pyridin-3-yl)-cyclobutanol (Example 108a) and (S)-1,1,1-trifluoropropan-2-ol (CAN 3539-97-7) as starting materials and isolated (3.22 g, 57%) as yellow oil; MS (ESI, m/z): 262.3 (M+H+).